Dataset: the Open Reaction Database (ORD), a public repository of structured organic reaction records. Task: describe an organic reaction: reactants, conditions, products, and yield Reactants: FC1=CC=C(C=C1)C=1C=NC(=NC1)N1CCN(CC1)S(=O)(=O)C[C@@H](C(=O)O)C(C)C (2-(R)-{4-[5-(4-fluorophenyl)pyrimidin-2-yl]piperazine-1-sulfonylmethyl}-3-methylbutyric acid), C(C1=CC=CC=C1)[C@H]1N(C(OC1)=O)C(C(C(C)C)CS(=O)(=O)N1CCC(CC1)OC1=NC=C(C=C1)C1=CC=C(C=C1)F)=O (4-(R)-benzyl-3-(2-{4-[5-(4-fluorophenyl)pyridin-2-yloxy]piperidine-1-sulfonyl methyl}-3-methyl-butyryl)oxazolidin-2-one). Yields the product FC1=CC=C(C=C1)C=1C=CC(=NC1)OC1CCN(CC1)S(=O)(=O)C[C@@H](C(=O)O)C(C)C (2-(R)-{4-[5-(4-fluorophenyl)pyridin-2-yloxy]piperidine-1-sulfonylmethyl}-3-methylbutyric acid). The yield is 47.0%. Reaction SMILES: FC1C=CC(C2C=NC(N3CCN(S(C[C@H](C(C)C)C(O)=O)(=O)=[O:21])CC3)=NC=2)=CC=1.C([C@@H]1COC(=O)N1[C:44](=[O:73])[CH:45]([CH2:49][S:50]([N:53]1[CH2:58][CH2:57][CH:56]([O:59][C:60]2[CH:65]=[CH:64][C:63]([C:66]3[CH:71]=[CH:70][C:69]([F:72])=[CH:68][CH:67]=3)=[CH:62][N:61]=2)[CH2:55][CH2:54]1)(=[O:52])=[O:51])[CH:46]([CH3:48])[CH3:47])C1C=CC=CC=1>>[F:72][C:69]1[CH:68]=[CH:67][C:66]([C:63]2[CH:64]=[CH:65][C:60]([O:59][CH:56]3[CH2:57][CH2:58][N:53]([S:50]([CH2:49][C@H:45]([CH:46]([CH3:47])[CH3:48])[C:44]([OH:73])=[O:21])(=[O:51])=[O:52])[CH2:54][CH2:55]3)=[N:61][CH:62]=2)=[CH:71][CH:70]=1. Reported procedure: Prepared according to the method for the preparation of 2-(R)-{4-[5-(4-fluorophenyl)pyrimidin-2-yl]piperazine-1-sulfonylmethyl}-3-methylbutyric acid, from 4-(R)-benzyl-3-(2-{4-[5-(4-fluorophenyl)pyridin-2-yloxy]piperidine-1-sulfonyl methyl}-3-methyl-butyryl)oxazolidin-2-one (0.70 g) to yield the title compound as a cream solid (0.24 g, 47%). The reactants are C1(=CC=C(C=C1)S(=O)(=O)Cl)C (p-Toluenesulfonyl chloride), COCCC=1N(C2=C(C=[N+](C=3C=C(C=CC23)OCCCNC(OC(C)(C)C)=O)[O-])N1)CCC (tert-butyl 3-{[2-(2-methoxyethyl)-5-oxido-1-propyl-1H-imidazo[4,5-c]quinolin-7-yl]oxy}propylcarbamate), [OH-].[NH4+] (ammonium hydroxide). Run in ClCCl (dichloromethane). Reaction conditions: time 20 minute. The product is NC1=NC=2C=C(C=CC2C2=C1N=C(N2CCC)CCOC)OCCCNC(OC(C)(C)C)=O (tert-butyl 3-{[4-amino-2-(2-methoxyethyl)-1-propyl-1H-imidazo[4,5-c]quinolin-7-yl]oxy}propylcarbamate). As a reaction SMILES: C1(C)C=CC(S(Cl)(=O)=O)=CC=1.[CH3:12][O:13][CH2:14][CH2:15][C:16]1[N:17]([CH2:42][CH2:43][CH3:44])[C:18]2[C:27]3[CH:26]=[CH:25][C:24]([O:28][CH2:29][CH2:30][CH2:31][NH:32][C:33](=[O:39])[O:34][C:35]([CH3:38])([CH3:37])[CH3:36])=[CH:23][C:22]=3[N+:21]([O-])=[CH:20][C:19]=2[N:41]=1.[OH-].[NH4+:46]>ClCCl>[NH2:46][C:20]1[C:19]2[N:41]=[C:16]([CH2:15][CH2:14][O:13][CH3:12])[N:17]([CH2:42][CH2:43][CH3:44])[C:18]=2[C:27]2[CH:26]=[CH:25][C:24]([O:28][CH2:29][CH2:30][CH2:31][NH:32][C:33](=[O:39])[O:34][C:35]([CH3:38])([CH3:37])[CH3:36])=[CH:23][C:22]=2[N:21]=1 |f:2.3|. Procedure details: p-Toluenesulfonyl chloride (8.0 g, 42 mmol) was added over ten minutes to a stirred mixture of tert-butyl 3-{[2-(2-methoxyethyl)-5-oxido-1-propyl-1H-imidazo[4,5-c]quinolin-7-yl]oxy}propylcarbamate (19.3 g, 42.0 mmol) in dichloromethane (300 mL) and concentrated ammonium hydroxide (300 mL) at 7° C. The mixture was allowed to stir for 20 minutes, then the cooling bath was removed and the mixture was allowed to stir at ambient temperature for 2 hours. The layers were separated and the aqueous layer... Starting materials: C(CCCCCCCCCCC(=O)O)(=O)O (dodecanedioic acid), C(CCCCC(=O)O)(=O)O (adipic acid). The product is C(CCCCCCCCCCC)(=O)OC (methyl laurate), dicarboxylic acid. RXN SMILES: [C:1](O)(=O)[CH2:2][CH2:3][CH2:4][CH2:5][CH2:6][CH2:7][CH2:8][CH2:9][CH2:10][CH2:11][C:12]([OH:14])=[O:13].[C:17](O)(=O)CCCCC(O)=O>>[C:12]([O:14][CH3:17])(=[O:13])[CH2:11][CH2:10][CH2:9][CH2:8][CH2:7][CH2:6][CH2:5][CH2:4][CH2:3][CH2:2][CH3:1]. Procedure: Fermentation of dodecane with strain H534 under the standard fermentation conditions (Example 20) produced approximately 139 g/l within 233 hrs with a substrate conversion efficiency of 32.1%. The final production rate was 0.58 g/l/hr. The product was 82.7% dodecanedioic acid. The remaining product was predominantly adipic acid. With methyl laurate as the substrate, H534 produced 115.3 g/l dicarboxylic acid within 223 hrs with a substrate conversion efficiency of 34.6%. The production rate was 0...